This data is from the Open Reaction Database (ORD), a public repository of structured organic reaction records. The task is: describe an organic reaction: reactants, conditions, products, and yield Reactants: ClC=1C=C(C=O)C=CC1 (m-Chlorobenzaldehyde), C(#N)CC(=O)O (cyanoacetic acid), N1=CC=CC=C1 (pyridine), aldehyde. Run in C(C)(C)O (isopropanol). Product: ClC=1C=C(/C=C/C#N)C=CC1 (trans m-Chlorocinnamonitrile). RXN SMILES: [Cl:1][C:2]1[CH:3]=[C:4]([CH:7]=[CH:8][CH:9]=1)[CH:5]=O.[C:10]([CH2:12]C(O)=O)#[N:11].N1C=CC=CC=1>C(O)(C)C>[Cl:1][C:2]1[CH:3]=[C:4]([CH:7]=[CH:8][CH:9]=1)/[CH:5]=[CH:12]/[C:10]#[N:11]. Reported procedure: m-Chlorobenzaldehyde (210.75 g; 1.5 m), cyanoacetic acid (127.5 g; 1.5 m) and pyridine (150 ml.) were refluxed for two days. The solution was evaporated to give an oil which was distilled to give a mixture of isomers (72% trans/23% cis; 5% aldehyde), Yield (129 g; 53%), b.p. 70°-85°C. at 0.8 mm. The material was dissolved in isopropanol and allowed to fractionally crystallise at 0°C. The solid was filtered and freeze-dried. Yield of pure trans isomer was 15 g (6.1%) b.p. 104°-106°C. at 1 mm; m.p...